Dataset: the Open Reaction Database (ORD), a public repository of structured organic reaction records. Task: describe an organic reaction: reactants, conditions, products, and yield As a reaction SMILES: C([C:3]1[NH:4][C:5]2[C:10]([CH:11]=1)=[C:9]([N+]([O-])=O)[CH:8]=[CH:7][CH:6]=2)C.[H-].[Na+].CCCCCC.C(Br)C1C=CC=CC=1>CN(C=O)C.O>[NH:4]1[C:5]2[C:10](=[CH:9][CH:8]=[CH:7][CH:6]=2)[CH:11]=[CH:3]1 |f:1.2|. Procedure: 2-Ethyl -4-nitro-1H-indole (4.75 g, 25 mmol) was added to a mixture of 1.0 g (25 mmol) of 60% NaH/mineral oil (washed with hexane before adding DMF) in 40 ml DMF. After 45 minutes, 3.0 ml (25 mmol) of benzyl bromide was added. The mixture was stirred at room temperature for four hours, diluted with water, and extracted with EtOAc. The EtOAc solution was washed with brine, dried over MgSO4, and evaporated in vacuo. The residue was chromatographed on silica gel eluting with 20% EtOAc/Hexane to giv... Reactants: C(C)C=1NC2=CC=CC(=C2C1)[N+](=O)[O-] (2-Ethyl -4-nitro-1H-indole), [H-].[Na+] (NaH), CCCCCC (hexane), C(C1=CC=CC=C1)Br (benzyl bromide). Conditions: time 45 minute. Solvent: CN(C)C=O (DMF), CN(C)C=O (DMF), O (water). Product: N1C=CC2=CC=CC=C12 (1H-indole). Starting materials: S1C(=CC=C1)C(=O)C1=C(C(=O)OC)C=CC=C1 (methyl 2-(thiophene-2-carbonyl)benzoate), O.NN (hydrazine hydrate). The solvent is C(C)O (ethanol). Conditions: temperature 80 celsius, time 8 hour. Product: S1C(=CC=C1)C1=NNC(C2=CC=CC=C12)=O (4-(thiophen-2-yl)phthalazin-1(2H)-one). As a reaction SMILES: [S:1]1[CH:5]=[CH:4][CH:3]=[C:2]1[C:6]([C:8]1[CH:17]=[CH:16][CH:15]=[CH:14][C:9]=1[C:10](OC)=[O:11])=O.O.[NH2:19][NH2:20]>C(O)C>[S:1]1[CH:5]=[CH:4][CH:3]=[C:2]1[C:6]1[C:8]2[C:9](=[CH:14][CH:15]=[CH:16][CH:17]=2)[C:10](=[O:11])[NH:20][N:19]=1 |f:1.2|. Procedure details: A mixture of methyl 2-(thiophene-2-carbonyl)benzoate (0.445 g, 1.81 mmol) and hydrazine hydrate (0.40 mL, 7.1 mmol) in ethanol (6 mL) was stirred at 80° C. overnight, concentrated, and azeotroped with toluene to give the title compound, which was used without purification: 1H NMR (300 MHz, DMSO-d6) δ 12.87 (s, 1H), 8.42-8.28 (m, 1H), 8.23-8.09 (m, 1H), 7.95 (dtd, J=19.0, 7.3, 1.5, 2H), 7.82-7.69 (m, 1H), 7.68-7.55 (m, 1H), 7.33-7.19 (m, 1H), 4.12 (s, OH), 1.91 (s, OH), 1.74 (s, 1H). Starting materials: CC[Si](CC)(CC)OC(C)(C)Cn1ccc([N+](=O)[O-])n1, CCO, [H][H]. Yields the product CC[Si](CC)(CC)OC(C)(C)Cn1ccc(N)n1. Reaction SMILES: [CH3:1][C:2]([CH2:3][n:4]1[n:5][c:6]([N+:9]([O-:10])=[O:11])[cH:7][cH:8]1)([CH3:12])[O:13][Si:14]([CH2:15][CH3:16])([CH2:17][CH3:18])[CH2:19][CH3:20].[CH3:23][CH2:24][OH:25].[H:21][H:22]>>[CH3:1][C:2]([CH2:3][n:4]1[n:5][c:6]([NH2:9])[cH:7][cH:8]1)([CH3:12])[O:13][Si:14]([CH2:15][CH3:16])([CH2:17][CH3:18])[CH2:19][CH3:20]. The reactants are O=C1CC(COCc2ccccc2)C1, C1CCOC1, [Li]CCCC, C[Si](C)(C)Cl, CC(C)NC(C)C. Yields the product C[Si](C)(C)OC1=CC(COCc2ccccc2)C1. Reaction SMILES: [CH2:13]([c:14]1[cH:15][cH:16][cH:17][cH:18][cH:19]1)[O:20][CH2:21][CH:22]1[CH2:23][C:24](=[O:26])[CH2:25]1.[CH2:32]1[O:33][CH2:34][CH2:35][CH2:36]1.[CH3:1][CH2:2][CH2:3][CH2:4][Li:5].[CH3:27][Si:28]([CH3:29])([CH3:30])[Cl:31].[CH:6]([NH:7][CH:8]([CH3:9])[CH3:10])([CH3:11])[CH3:12]>>[CH2:13]([c:14]1[cH:15][cH:16][cH:17][cH:18][cH:19]1)[O:20][CH2:21][CH:22]1[CH:23]=[C:24]([O:26][Si:28]([CH3:27])([CH3:29])[CH3:30])[CH2:25]1. Reactants: O=C([O-])[O-], C=CCBr, CCc1cccc(O)c1[N+](=O)[O-], CC(C)=O, [I-], [K+], [K+], [Na+]. Product: C=CCOc1cccc(CC)c1[N+](=O)[O-]. RXN SMILES: [C:17](=[O:18])([O-:19])[O-:20].[CH2:13]([CH:14]=[CH2:15])[Br:16].[CH2:1]([CH3:2])[c:3]1[c:4]([N+:10](=[O:11])[O-:12])[c:5]([OH:9])[cH:6][cH:7][cH:8]1.[CH3:25][C:26](=[O:27])[CH3:28].[I-:24].[K+:21].[K+:22].[Na+:23]>>[CH2:1]([CH3:2])[c:3]1[c:4]([N+:10](=[O:11])[O-:12])[c:5]([O:9][CH2:15][CH:14]=[CH2:13])[cH:6][cH:7][cH:8]1. The reactants are Brc1ncc(Br)n2ccnc12, CCN(C(C)C)C(C)C, CC(C)O, CN1CCN(c2ccc(N)cc2F)CC1. Yields the product CN1CCN(c2ccc(Nc3ncc(Br)n4ccnc34)cc2F)CC1. Reaction SMILES: [Br:1][c:2]1[cH:3][n:4][c:5]([Br:11])[c:6]2[n:7]1[cH:8][cH:9][n:10]2.[CH:27]([N:28]([CH2:29][CH3:30])[CH:31]([CH3:32])[CH3:33])([CH3:34])[CH3:35].[CH:36]([OH:37])([CH3:38])[CH3:39].[F:12][c:13]1[cH:14][c:15]([NH2:26])[cH:16][cH:17][c:18]1[N:19]1[CH2:20][CH2:21][N:22]([CH3:25])[CH2:23][CH2:24]1>>[Br:1][c:2]1[cH:3][n:4][c:5]([NH:26][c:15]2[cH:14][c:13]([F:12])[c:18]([N:19]3[CH2:20][CH2:21][N:22]([CH3:25])[CH2:23][CH2:24]3)[cH:17][cH:16]2)[c:6]2[n:7]1[cH:8][cH:9][n:10]2. Reactants: CC(C)(C)OC(=O)C=Cc1ccn(S(=O)(=O)c2ccc(CBr)cc2)c1, O=C1NC(=O)c2ccccc21, CC(C)=O, [K]. Product: CC(C)(C)OC(=O)C=Cc1ccn(S(=O)(=O)c2ccc(CN3C(=O)c4ccccc4C3=O)cc2)c1. RXN SMILES: [C:1]([CH3:2])([CH3:3])([CH3:4])[O:5][C:6]([CH:7]=[CH:8][c:9]1[cH:10][n:11]([S:14](=[O:15])(=[O:16])[c:17]2[cH:18][cH:19][c:20]([CH2:23][Br:24])[cH:21][cH:22]2)[cH:12][cH:13]1)=[O:25].[C:26]1(=[O:36])[c:27]2[c:28]([cH:32][cH:33][cH:34][cH:35]2)[C:29](=[O:31])[NH:30]1.[CH3:38][C:39](=[O:40])[CH3:41].[K:37]>>[C:1]([CH3:2])([CH3:3])([CH3:4])[O:5][C:6]([CH:7]=[CH:8][c:9]1[cH:10][n:11]([S:14](=[O:15])(=[O:16])[c:17]2[cH:18][cH:19][c:20]([CH2:23][N:30]3[C:26](=[O:36])[c:27]4[c:28]([cH:32][cH:33][cH:34][cH:35]4)[C:29]3=[O:31])[cH:21][cH:22]2)[cH:12][cH:13]1)=[O:25]. Reactants: C(C)SC=1C=C(C=C(C1)SCC)S(=O)(=O)C1=CC=C(C=C1)N (4-[[3,5-Bis(ethylthio)phenyl]sulfonyl]benzenamine), ClC(=O)OCC (Ethyl chloroformate). Solvent: N1=CC=CC=C1 (pyridine). Conditions: temperature 5 celsius, time 30 minute. Yields the product C(C)SC=1C=C(C=C(C1)SCC)S(=O)(=O)C1=CC=C(C=C1)NC(OCC)=O (ETHYL [4-[[3,5-BIS(ETHYLTHIO)PHENYL]SULFONYL]PHENYL]CARBAMATE), C(N)([O-])=O (carbamate). As a reaction SMILES: [CH2:1]([S:3][C:4]1[CH:5]=[C:6]([S:13]([C:16]2[CH:21]=[CH:20][C:19]([NH2:22])=[CH:18][CH:17]=2)(=[O:15])=[O:14])[CH:7]=[C:8]([S:10][CH2:11][CH3:12])[CH:9]=1)[CH3:2].Cl[C:24]([O:26][CH2:27][CH3:28])=[O:25]>N1C=CC=CC=1>[CH2:11]([S:10][C:8]1[CH:7]=[C:6]([S:13]([C:16]2[CH:17]=[CH:18][C:19]([NH:22][C:24](=[O:25])[O:26][CH2:27][CH3:28])=[CH:20][CH:21]=2)(=[O:15])=[O:14])[CH:5]=[C:4]([S:3][CH2:1][CH3:2])[CH:9]=1)[CH3:12].[C:24](=[O:25])([O-:26])[NH2:22]. Reported procedure: 4-[[3,5-Bis(ethylthio)phenyl]sulfonyl]benzenamine (0.1 mole) and pyridine (50 ml) are charged into a glass reaction vessel fitted with a mechanical stirrer and thermometer and are cooled to about 5° C. Ethyl chloroformate (0.125 mole) is added, with stirring, at about 5° C. Stirring is continued for a period of about 30 minutes at about 5° C., then for an additional 16 hours at room temperature. The mixture is then washed with 2 portions of water (50 ml), dried and the solvent is then removed to...